Dataset: the Open Reaction Database (ORD), a public repository of structured organic reaction records. Task: describe an organic reaction: reactants, conditions, products, and yield The reactants are N#CCC(C1CC1)C1CC1, Cl, [K+], N, [OH-], O, OCCOCCO. Yields the product O=C(O)CC(C1CC1)C1CC1. As a reaction SMILES: [CH:3]1([CH:6]([CH2:7][C:8]#[N:9])[CH:10]2[CH2:11][CH2:12]2)[CH2:4][CH2:5]1.[ClH:14].[K+:2].[NH3:13].[OH-:1].[OH2:15].[OH:16][CH2:17][CH2:18][O:19][CH2:20][CH2:21][OH:22]>>[O:1]=[C:8]([CH2:7][CH:6]([CH:3]1[CH2:4][CH2:5]1)[CH:10]1[CH2:11][CH2:12]1)[OH:15].